The task is: describe an organic reaction: reactants, conditions, products, and yield. This data is from the Open Reaction Database (ORD), a public repository of structured organic reaction records. Starting materials: BrC(C)C1=CC2=CC=CC=C2C=C1 (2-(1-bromoethyl)naphthalene), C(C)(=O)[O-].[Na+] (sodium acetate). Solvent: C(C)(=O)O (acetic acid). Product: C(C)(=O)C1=CC2=CC=CC=C2C=C1 (2-Acetylnaphthalene), C(C)(=O)OC(C)C1=CC2=CC=CC=C2C=C1 (2-(1-acetoxyethyl)naphthalene). As a reaction SMILES: Br[CH:2]([C:4]1[CH:13]=[CH:12][C:11]2[C:6](=[CH:7][CH:8]=[CH:9][CH:10]=2)[CH:5]=1)[CH3:3].[C:14]([O-:17])(=[O:16])[CH3:15].[Na+]>C(O)(=O)C>[C:2]([C:4]1[CH:13]=[CH:12][C:11]2[C:6](=[CH:7][CH:8]=[CH:9][CH:10]=2)[CH:5]=1)(=[O:16])[CH3:3].[C:14]([O:17][CH:2]([C:4]1[CH:13]=[CH:12][C:11]2[C:6](=[CH:7][CH:8]=[CH:9][CH:10]=2)[CH:5]=1)[CH3:3])(=[O:16])[CH3:15] |f:1.2|. Reported procedure: 2-Acetylnaphthalene is prepared by treating 2-(1-bromoethyl)naphthalene, prepared as described above, with sodium acetate in acetic acid to afford 2-(1-acetoxyethyl)naphthalene which upon base hydrolysis furnishes the 2-(1-hydroxyethyl)naphthalene. The latter is oxidized with an equivalent of chromium trioxide in glacial acetic acid, or 8N sulfuric acid and acetone to furnish 2-acetylnaphthalene. 2-Carboxynaphthalene is prepared from 2-acetylnaphthalene by treating the latter with aqueous sodium... Starting materials: COC(=O)c1cc(-c2c(F)cnn2C)c(Cl)s1, [Na+], C1CCOC1, [OH-]. Product: Cn1ncc(F)c1-c1cc(C(=O)O)sc1Cl. Reaction SMILES: [Cl:1][c:2]1[c:3](-[c:11]2[c:12]([F:17])[cH:13][n:14][n:15]2[CH3:16])[cH:4][c:5]([C:7](=[O:8])[O:9][CH3:10])[s:6]1.[Na+:19].[O:20]1[CH2:21][CH2:22][CH2:23][CH2:24]1.[OH-:18]>>[Cl:1][c:2]1[c:3](-[c:11]2[c:12]([F:17])[cH:13][n:14][n:15]2[CH3:16])[cH:4][c:5]([C:7](=[O:8])[OH:9])[s:6]1. The reactants are [H-].[Na+] (sodium hydride), C(CC)(O)O (propandiol), CN(C=O)C (dimethylformamide), C(C1=CC=CC=C1)Br (benzylbromide), CN(C=O)C (dimethylformamide). Run at temperature 0 celsius, time 10 minute. The product is C(C1=CC=CC=C1)OCCCO (3-benzyloxypropanol). Yield: 68.0%. Reaction SMILES: [CH:1]([OH:5])(O)[CH2:2][CH3:3].[H-].[Na+].[CH2:8](Br)[C:9]1[CH:14]=[CH:13][CH:12]=[CH:11][CH:10]=1.CN(C)C=[O:19]>>[CH2:8]([O:19][CH2:3][CH2:2][CH2:1][OH:5])[C:9]1[CH:14]=[CH:13][CH:12]=[CH:11][CH:10]=1 |f:1.2|. Reported procedure: 38.05 g(0.50 mol) of propandiol was dissolved in 400 ml of dimethylformamide and cooled to 0° C. 20.0 g(0.5 mol) of 60% sodium hydride dispersed in mineral oil was added slowly. After the mixture was stirred for 10 minutes, 51.31 g(0.30 mol) of benzylbromide dissolved in 100 ml of dimethylformamide was added slowly. After stirring for one hour at room temperature, dimethylformamide was removed under reduced pressure, 500 ml of ethylacetate was added, and the organic layer was washed with saturat... The reactants are Cc1cc(C(F)(F)F)[nH]n1, COc1cc(N2CCN(C(=O)CCl)CC2)c(F)cc1Cl. Yields the product COc1cc(N2CCN(C(=O)Cn3nc(C(F)(F)F)cc3C)CC2)c(F)cc1Cl. Reaction SMILES: [CH3:21][c:22]1[n:23][nH:24][c:25]([C:27]([F:28])([F:29])[F:30])[cH:26]1.[Cl:1][CH2:2][C:3](=[O:4])[N:5]1[CH2:6][CH2:7][N:8]([c:11]2[cH:12][c:13]([O:19][CH3:20])[c:14]([Cl:18])[cH:15][c:16]2[F:17])[CH2:9][CH2:10]1>>[CH2:2]([C:3](=[O:4])[N:5]1[CH2:6][CH2:7][N:8]([c:11]2[cH:12][c:13]([O:19][CH3:20])[c:14]([Cl:18])[cH:15][c:16]2[F:17])[CH2:9][CH2:10]1)[n:23]1[c:22]([CH3:21])[cH:26][c:25]([C:27]([F:28])([F:29])[F:30])[n:24]1. Starting materials: OB(O)c1cc(I)ccc1F, [Na+], C1CCOC1, [OH-], OO. The product is Oc1cc(I)ccc1F. Reaction SMILES: [F:1][c:2]1[c:3]([B:9]([OH:10])[OH:11])[cH:4][c:5]([I:8])[cH:6][cH:7]1.[Na+:15].[O:16]1[CH2:17][CH2:18][CH2:19][CH2:20]1.[OH-:14].[OH:12][OH:13]>>[F:1][c:2]1[c:3]([OH:12])[cH:4][c:5]([I:8])[cH:6][cH:7]1.